Dataset: the Open Reaction Database (ORD), a public repository of structured organic reaction records. Task: describe an organic reaction: reactants, conditions, products, and yield Starting materials: ClC=1C=NC2=C(C(=CC=C2C1)Cl)CCl (3,7-dichloro-8-chloromethylquinoline), C(=O)[O-].[Na+] (sodium formate), CS(=O)C (dimethylsulfoxide). Solvent: O (water). Yields the product ClC=1C=NC2=C(C(=CC=C2C1)Cl)COC=O (3,7-dichloro-8-formyloxymethylquinoline). The yield is 84.0%. Reaction SMILES: [Cl:1][C:2]1[CH:3]=[N:4][C:5]2[C:10]([CH:11]=1)=[CH:9][CH:8]=[C:7]([Cl:12])[C:6]=2[CH2:13]Cl.[CH:15]([O-:17])=[O:16].[Na+].CS(C)=O>O>[Cl:1][C:2]1[CH:3]=[N:4][C:5]2[C:10]([CH:11]=1)=[CH:9][CH:8]=[C:7]([Cl:12])[C:6]=2[CH2:13][O:17][CH:15]=[O:16] |f:1.2|. Procedure: 24.5 parts by weight of 3,7-dichloro-8-chloromethylquinoline and 13 parts by weight of sodium formate in 220 parts by weight of dimethylsulfoxide are heated for 6 hours at 100° C. The mixture is then cooled, water is added and the precipitated product is filtered off under suction and recrystallized from toluene. 21.5 parts by weight (84% of theory) of 3,7-dichloro-8-formyloxymethylquinoline of melting point 146° C. are obtained. Starting materials: BrC=1C=C2C(=C(C=NC2=CC1)C(=O)C1CC1)NC1CCC(CC1)(C)N(CC=C)CC=C ({6-Bromo-4-[4-(diallylamino)-4-methylcyclohexylamino]quinolin-3-yl}(cyclopropyl)methanone), ClC1=C(C(=CC(=C1)B1OC(C(O1)(C)C)(C)C)Cl)O (2,6-dichloro-4-(4,4,5,5-tetramethyl-1,3,2-dioxaborolan-2-yl)phenol). Yields the product C1(CC1)C(=O)C=1C=NC2=CC=C(C=C2C1NC1CCC(CC1)(C)N(CC=C)CC=C)C1=CC(=C(C(=C1)Cl)O)Cl (Cyclopropyl{4-[4-(diallylamino)-4-methylcyclohexylamino]-6-(3,5-dichloro-4-hydroxyphenyl)quinolin-3-yl}methanone). Isolated yield 20.6%. RXN SMILES: Br[C:2]1[CH:3]=[C:4]2[C:9](=[CH:10][CH:11]=1)[N:8]=[CH:7][C:6]([C:12]([CH:14]1[CH2:16][CH2:15]1)=[O:13])=[C:5]2[NH:17][CH:18]1[CH2:23][CH2:22][C:21]([N:25]([CH2:29][CH:30]=[CH2:31])[CH2:26][CH:27]=[CH2:28])([CH3:24])[CH2:20][CH2:19]1.[Cl:32][C:33]1[CH:38]=[C:37](B2OC(C)(C)C(C)(C)O2)[CH:36]=[C:35]([Cl:48])[C:34]=1[OH:49]>>[CH:14]1([C:12]([C:6]2[CH:7]=[N:8][C:9]3[C:4]([C:5]=2[NH:17][CH:18]2[CH2:23][CH2:22][C:21]([N:25]([CH2:26][CH:27]=[CH2:28])[CH2:29][CH:30]=[CH2:31])([CH3:24])[CH2:20][CH2:19]2)=[CH:3][C:2]([C:37]2[CH:38]=[C:33]([Cl:32])[C:34]([OH:49])=[C:35]([Cl:48])[CH:36]=2)=[CH:11][CH:10]=3)=[O:13])[CH2:15][CH2:16]1. Reported procedure: Following general procedure F, {6-Bromo-4-[4-(diallylamino)-4-methylcyclohexylamino]quinolin-3-yl}(cyclopropyl)methanone (96 mg, 0.198 mmol) was reacted with 2,6-dichloro-4-(4,4,5,5-tetramethyl-1,3,2-dioxaborolan-2-yl)phenol (86 mg, 0.297 mmol) to afford the desired product (23 mg, 27%) as a yellow solid: ESI MS m/z 564 [C32H35Cl2N3O2+H]+. Starting materials: CC1OCC2N1CC=1N(S(C3=C(C1)C=CS3)(=O)=O)C2 (7-Methyl-9a,10-dihydro-5H,7H,9H-oxazolo[3',4':4,5]pyrazino[1,2-b]thieno[3,2-e][1,2]thiazine 12,12-dioxide), C(CCC)[Li] (n-butyllithium), S(=O)=O (sulfur dioxide), NOS(=O)(=O)O (hydroxylamine-O-sulfonic acid). The solvent is CO.ClCCl (methanol dichloromethane), C1CCOC1 (THF). The product is OCC1NCC=2N(S(C3=C(C2)C=C(S3)S(=O)(=O)N)(=O)=O)C1 (7-Hydroxymethyl-5,6,7,8-tetrahydro-pyrazino[1,2-b]thieno[3,2-e]-1,2-thiazine-2-sulfonamide 10,10-dioxide). Yield: 6.0%. Reaction SMILES: CC1[N:6]2[CH2:7][C:8]3[N:9]([CH2:19][CH:5]2[CH2:4][O:3]1)[S:10](=[O:18])(=[O:17])[C:11]1[S:16][CH:15]=[CH:14][C:12]=1[CH:13]=3.C([Li])CCC.[S:25](=[O:27])=[O:26].[NH2:28]OS(O)(=O)=O>C1COCC1.CO.ClCCl>[OH:3][CH2:4][CH:5]1[CH2:19][N:9]2[S:10](=[O:18])(=[O:17])[C:11]3[S:16][C:15]([S:25]([NH2:28])(=[O:27])=[O:26])=[CH:14][C:12]=3[CH:13]=[C:8]2[CH2:7][NH:6]1 |f:5.6|. Reported procedure: A solution of the product of Step G (1 g, 3.1 mmol) in THF (20 mL) at -78° C. was treated with 2.5M n-butyllithium (1.86 g, 4.65 mmol), sulfur dioxide, and hydroxylamine-O-sulfonic acid (1.05 g, 9.3 mmol) as described in Example 1, Step F to provide, after column chromatography (silica, methanol/dichloromethane, 1:9), the desired compound (70 mg, 6%) as an off-white solid: mp 170° C. dec. Reactants: [N+](=O)([O-])C1=C(C=O)C=CC=C1 (o-Nitrobenzaldehyde), C1(CC1)NC(CC(=O)C)=O (acetoacetic cyclopropylamide), N1CCCCC1 (piperidine), C(C)(=O)O (acetic acid). Run in C1=CC=CC=C1 (benzene). Yields the product C1(CC1)NC(CC(=O)C=CC1=C(C=CC=C1)[N+](=O)[O-])=O (o-nitrobenzylideneacetoacetic cyclopropylamide). The yield is 75.8%. RXN SMILES: [N+:1]([C:4]1[CH:11]=[CH:10][CH:9]=[CH:8][C:5]=1[CH:6]=O)([O-:3])=[O:2].[CH:12]1([NH:15][C:16](=[O:21])[CH2:17][C:18]([CH3:20])=[O:19])[CH2:14][CH2:13]1.N1CCCCC1.C(O)(=O)C>C1C=CC=CC=1>[CH:12]1([NH:15][C:16](=[O:21])[CH2:17][C:18]([CH:20]=[CH:6][C:5]2[CH:8]=[CH:9][CH:10]=[CH:11][C:4]=2[N+:1]([O-:3])=[O:2])=[O:19])[CH2:14][CH2:13]1. Reported procedure: o-Nitrobenzaldehyde (7.6 g, 0.05 mole) and acetoacetic cyclopropylamide (7.1 g, 0.05 mole) are dissolved in benzene (40 ml) and thereto are added piperidine (0.2 ml) and acetic acid (0.6 ml), and the mixture is refluxed for 2 hours and the produced water is removed. After the stoichiometic amount of water is distilled off, the reaction is stopped. After the reaction, the reaction mixture is washed with 5% hydrochloric acid and then with water, and the solvent is distilled off under reduced press... Starting materials: NC=1SC(=CC1C(=O)N)C1=C(C=C(C=C1F)C(C)(C)O)F (2-amino-5-[2,6-difluoro-4-(1-hydroxy-1-methylethyl)phenyl]thiophene-3-carboxamide), BrC1=CC=CC(=N1)C#CC(C)(O)C (4-(6-bromopyridin-2-yl)-2-methylbut-3-yn-2-ol). Yields the product FC1=C(C(=CC(=C1)C(C)(C)O)F)C1=CC(=C(S1)NC1=NC(=CC=C1)C#CC(C)(C)O)C(=O)N (5-[2,6-Difluoro-4-(1-hydroxy-1-methylethyl)phenyl]-2-{[6-(3-hydroxy-3-methylbut-1-yn-1-yl)pyridin-2-yl]amino}thiophene-3-carboxamide). Reaction SMILES: [NH2:1][C:2]1[S:3][C:4]([C:10]2[C:15]([F:16])=[CH:14][C:13]([C:17]([OH:20])([CH3:19])[CH3:18])=[CH:12][C:11]=2[F:21])=[CH:5][C:6]=1[C:7]([NH2:9])=[O:8].Br[C:23]1[N:28]=[C:27]([C:29]#[C:30][C:31]([CH3:34])([OH:33])[CH3:32])[CH:26]=[CH:25][CH:24]=1>>[F:16][C:15]1[CH:14]=[C:13]([C:17]([OH:20])([CH3:18])[CH3:19])[CH:12]=[C:11]([F:21])[C:10]=1[C:4]1[S:3][C:2]([NH:1][C:23]2[CH:24]=[CH:25][CH:26]=[C:27]([C:29]#[C:30][C:31]([OH:33])([CH3:32])[CH3:34])[N:28]=2)=[C:6]([C:7]([NH2:9])=[O:8])[CH:5]=1. Procedure: The title compound was prepared as described in Example 1 using 2-amino-5-[2,6-difluoro-4-(1-hydroxy-1-methylethyl)phenyl]thiophene-3-carboxamide (150 mg, 0.48 mmol) and 4-(6-bromopyridin-2-yl)-2-methylbut-3-yn-2-ol (115 mg, 0.48 mmol) as starting materials. The reactants are BrC=1C=CC(=C(C#N)C1)F (5-bromo-2-fluorobenzonitrile), NN (hydrazine), C(C)(=O)OCC (Ethyl acetate). The solvent is C(C)O (ethanol). Conditions: temperature 140 celsius. The product is NC1=NNC2=CC=C(C=C12)Br (3-amino-5-bromoindazole). Isolated yield 96.5%. Reaction SMILES: [Br:1][C:2]1[CH:3]=[CH:4][C:5](F)=[C:6]([CH:9]=1)[C:7]#[N:8].[NH2:11][NH2:12].C(OCC)(=O)C>C(O)C>[NH2:8][C:7]1[C:6]2[C:5](=[CH:4][CH:3]=[C:2]([Br:1])[CH:9]=2)[NH:12][N:11]=1. Procedure details: To a solution of 5-bromo-2-fluorobenzonitrile (0.40 g, 2.0 mmol.) in ethanol (3 mL) was added hydrazine (0.64 g, 20 mmol.). The reaction mixture was heated in a microwave reactor at 140° C. for 20 minutes. Ethyl acetate (100 mL) was added. The organic layer was washed with water and brine. The organic layer was dried over sodium sulfate. The organic solvent was evaporated under reduced pressure to yield 3-amino-5-bromoindazole 165 (0.41 g, 1.93 mmol.). The crude product was used in the next step... The reactants are C(C)(C)(C)OC(NCC(=O)N1CCN(CC1)C1=CC(=CC=C1)CS(=O)(=O)C=C1CN(C1)C(C1=CC=C(C=C1)Cl)C1=CC=C(C=C1)Cl)=O ((2-{4-[3-({1-[bis-(4-chlorophenyl)methyl]azetidin-3-ylidene}methanesulfonylmethyl)phenyl]piperazin-1-yl}-2-oxoethyl)carbamic acid tert-butyl ester). The solvent is C(=O)O (formic acid). Yields the product NCC(=O)N1CCN(CC1)C1=CC(=CC=C1)CS(=O)(=O)C=C1CN(C1)C(C1=CC=C(C=C1)Cl)C1=CC=C(C=C1)Cl (2-amino-1-{4-[3-({1-[bis-(4-chlorophenyl)methyl]azetidin-3-ylidene}methanesulfonylmethyl)phenyl]piperazin-1-yl}ethanone). The yield is 78.3%. RXN SMILES: C(OC(=O)[NH:7][CH2:8][C:9]([N:11]1[CH2:16][CH2:15][N:14]([C:17]2[CH:22]=[CH:21][CH:20]=[C:19]([CH2:23][S:24]([CH:27]=[C:28]3[CH2:31][N:30]([CH:32]([C:40]4[CH:45]=[CH:44][C:43]([Cl:46])=[CH:42][CH:41]=4)[C:33]4[CH:38]=[CH:37][C:36]([Cl:39])=[CH:35][CH:34]=4)[CH2:29]3)(=[O:26])=[O:25])[CH:18]=2)[CH2:13][CH2:12]1)=[O:10])(C)(C)C>C(O)=O>[NH2:7][CH2:8][C:9]([N:11]1[CH2:12][CH2:13][N:14]([C:17]2[CH:22]=[CH:21][CH:20]=[C:19]([CH2:23][S:24]([CH:27]=[C:28]3[CH2:29][N:30]([CH:32]([C:40]4[CH:41]=[CH:42][C:43]([Cl:46])=[CH:44][CH:45]=4)[C:33]4[CH:38]=[CH:37][C:36]([Cl:39])=[CH:35][CH:34]=4)[CH2:31]3)(=[O:26])=[O:25])[CH:18]=2)[CH2:15][CH2:16]1)=[O:10]. Procedure: A solution of 76 mg of (2-{4-[3-({1-[bis-(4-chlorophenyl)methyl]azetidin-3-ylidene}methanesulfonylmethyl)phenyl]piperazin-1-yl}-2-oxoethyl)carbamic acid tert-butyl ester in 2.5 cm3 of formic acid is stirred for 1 hour at a temperature close to 45° C. The reaction medium is concentrated to dryness under reduced pressure (5 kPa) at a temperature close to 30° C., taken up in 10 cm3 of ethyl acetate and alkalinized with 10 cm3 of a saturated aqueous sodium bicarbonate solution. After separating afte... Product: C(C)C1(COC2=CC(=CC=C2C1CC=C)OCOC)C1=CC=C(C=C1)OCOC ((3RS,4RS)-3-ethyl-7-methoxymethoxy-3-(4-methoxymethoxyphenyl)-4-(2-propenyl)chroman). Procedure: A 40% solution of diethyl azodicarboxylate in toluene (21.9 ml) was added dropwise to an ice-cold solution of (2RS,3RS)-2-ethyl-3-(2-hydroxy-4-methoxymethoxyphenyl)-2-(4-methoxymethoxy-phenyl)-5-hexenol (9.5 g) and triphenylphosphine (15.0 g) in dry 1,4-dioxane (150 ml) over 25 minutes under nitrogen atmosphere. The reaction mixture was stirred for 10 minutes on ice and for 30 minutes at room temperature. Under ice-cooling, water was added to the reaction mixture, which was then extracted twice ... Starting materials: O (water), solution, N(=NC(=O)OCC)C(=O)OCC (diethyl azodicarboxylate), ice, C(C)C(CO)(C(CC=C)C1=C(C=C(C=C1)OCOC)O)C1=CC=C(C=C1)OCOC ((2RS,3RS)-2-ethyl-3-(2-hydroxy-4-methoxymethoxyphenyl)-2-(4-methoxymethoxy-phenyl)-5-hexenol), C1(=CC=CC=C1)P(C1=CC=CC=C1)C1=CC=CC=C1 (triphenylphosphine). Conditions: time 30 minute. As a reaction SMILES: N(C(OCC)=O)=NC(OCC)=O.[CH2:13]([C:15]([C:33]1[CH:38]=[CH:37][C:36]([O:39][CH2:40][O:41][CH3:42])=[CH:35][CH:34]=1)([CH:18]([C:22]1[CH:27]=[CH:26][C:25]([O:28][CH2:29][O:30][CH3:31])=[CH:24][C:23]=1[OH:32])[CH2:19][CH:20]=[CH2:21])[CH2:16]O)[CH3:14].C1(P(C2C=CC=CC=2)C2C=CC=CC=2)C=CC=CC=1.O>C1(C)C=CC=CC=1.O1CCOCC1>[CH2:13]([C:15]1([C:33]2[CH:38]=[CH:37][C:36]([O:39][CH2:40][O:41][CH3:42])=[CH:35][CH:34]=2)[CH:18]([CH2:19][CH:20]=[CH2:21])[C:22]2[C:23](=[CH:24][C:25]([O:28][CH2:29][O:30][CH3:31])=[CH:26][CH:27]=2)[O:32][CH2:16]1)[CH3:14]. The yield is 92.4%. Run in C1(=CC=CC=C1)C (toluene), O1CCOCC1 (1,4-dioxane). Starting materials: CO, CCn1ncc(Cl)c1-c1cc(C(=O)NC(Cc2cccc(F)c2)CN2C(=O)c3ccccc3C2=O)sc1Cl. Yields the product CCn1ncc(Cl)c1-c1cc(C(=O)NC(CN)Cc2cccc(F)c2)sc1Cl. As a reaction SMILES: [CH3:39][OH:40].[Cl:1][c:2]1[c:3](-[c:31]2[c:32]([Cl:38])[cH:33][n:34][n:35]2[CH2:36][CH3:37])[cH:4][c:5]([C:7](=[O:8])[NH:9][CH:10]([CH2:11][N:12]2[C:13](=[O:14])[c:15]3[c:16]([cH:17][cH:18][cH:19][cH:20]3)[C:21]2=[O:22])[CH2:23][c:24]2[cH:25][c:26]([F:30])[cH:27][cH:28][cH:29]2)[s:6]1>>[Cl:1][c:2]1[c:3](-[c:31]2[c:32]([Cl:38])[cH:33][n:34][n:35]2[CH2:36][CH3:37])[cH:4][c:5]([C:7](=[O:8])[NH:9][CH:10]([CH2:11][NH2:12])[CH2:23][c:24]2[cH:25][c:26]([F:30])[cH:27][cH:28][cH:29]2)[s:6]1. Starting materials: N1=CC(=CC=C1)C=1N=CN(C1)[C@@H](CCN(NC(=O)OC(C)(C)C)C(=O)OC(C)(C)C)C (bis(1,1-dimethylethyl) 1-[(3R)-3-[4-(3-pyridinyl)-1H-imidazol-1-yl]butyl]-1,2-hydrazinedicarboxylate), Cl (hydrochloric acid). The solvent is CO (methanol). Conditions: temperature 50 celsius, time 18 hour. Product: N(N)CC[C@@H](C)N1C=NC(=C1)C=1C=NC=CC1 (3-[1-[(1R)-3-Hydrazino-1-methylpropyl]-1H-imidazol-4-yl]-pyridine). RXN SMILES: [N:1]1[CH:6]=[CH:5][CH:4]=[C:3]([C:7]2[N:8]=[CH:9][N:10]([C@H:12]([CH3:31])[CH2:13][CH2:14][N:15](C(OC(C)(C)C)=O)[NH:16]C(OC(C)(C)C)=O)[CH:11]=2)[CH:2]=1.Cl>CO>[NH:15]([CH2:14][CH2:13][C@H:12]([N:10]1[CH:11]=[C:7]([C:3]2[CH:2]=[N:1][CH:6]=[CH:5][CH:4]=2)[N:8]=[CH:9]1)[CH3:31])[NH2:16]. Procedure: To a solution of bis(1,1-dimethylethyl) 1-[(3R)-3-[4-(3-pyridinyl)-1H-imidazol-1-yl]butyl]-1,2-hydrazinedicarboxylate (32) in methanol was added 6N hydrochloric acid. The reaction was heated to 50° C. and stirred 18 h.